From a dataset of the Open Reaction Database (ORD), a public repository of structured organic reaction records. describe an organic reaction: reactants, conditions, products, and yield Starting materials: CC1=CC=CC=2C1=CON2 (4-Methyl-2,1-benzisoxazole), BrN1C(CCC1=O)=O (N-bromosuccinimide). Reagents/catalysts: C(C1=CC=CC=C1)(=O)OOC(C1=CC=CC=C1)=O (benzoyl peroxide). Run in C(Cl)(Cl)(Cl)Cl (carbon tetrachloride). Product: BrCC1=CC=CC=2C1=CON2 (4-Bromomethyl-2,1-benzisoxazole). Isolated yield 103.8%. Reaction SMILES: [CH3:1][C:2]1[C:7]2=[CH:8][O:9][N:10]=[C:6]2[CH:5]=[CH:4][CH:3]=1.[Br:11]N1C(=O)CCC1=O>C(Cl)(Cl)(Cl)Cl.C(OOC(=O)C1C=CC=CC=1)(=O)C1C=CC=CC=1>[Br:11][CH2:1][C:2]1[C:7]2=[CH:8][O:9][N:10]=[C:6]2[CH:5]=[CH:4][CH:3]=1. Reported procedure: To a solution of 5.99 g (45.0 mmoles) (1) in 135 ml carbon tetrachloride was added 8.81 g (49.5 mmoles) N-bromosuccinimide and 100 mg benzoyl peroxide. The mixture was refluxed while illuminated by a 250 watt sunlamp for 18 hours. The mixture was cooled and filtered, and the filtrate concentrated to give 9.9 g of a dark red oil. The oil was extracted with 500 ml hot hexane. The hexane solution was evaporated to 150 ml and cooled to give 6.60 g (69%) of crystalline (2), m.p. 51.0°-52.5°; nmr (deu... Reactants: N=1NC=C2CN(CC(C21)C(=O)OCC)C(=O)OC(C)(C)C (5-tert-butyl 7-ethyl 6,7-dihydro-2H-pyrazolo[4,3-c]pyridine-5,7(4H)-dicarboxylate), [Li+].[OH-] (LiOH). Solvent: C1CCOC1 (THF). Run at temperature 0 celsius, time 30 minute. Product: C(C)(C)(C)OC(=O)N1CC=2C(C(C1)C(=O)O)=NNC2 (5-(tert-butoxycarbonyl)-4,5,6,7-tetrahydro-2H-pyrazolo[4,3-c]pyridine-7-carboxylic acid). As a reaction SMILES: [N:1]1[NH:2][CH:3]=[C:4]2[C:9]=1[CH:8]([C:10]([O:12]CC)=[O:11])[CH2:7][N:6]([C:15]([O:17][C:18]([CH3:21])([CH3:20])[CH3:19])=[O:16])[CH2:5]2.[Li+].[OH-]>C1COCC1>[C:18]([O:17][C:15]([N:6]1[CH2:7][CH:8]([C:10]([OH:12])=[O:11])[C:9]2=[N:1][NH:2][CH:3]=[C:4]2[CH2:5]1)=[O:16])([CH3:21])([CH3:19])[CH3:20] |f:1.2|. Procedure: A solution of ethyl ester 4b (250 mg, 0.846 mmol) in THF (5 mL) was cooled to 0° C. and 1 M LiOH (2.12 mL, 2.12 mmol) was added. The mixture stirred at 0° C. for 30 min followed by stirring at rt for 2 h. The THF was removed in vacuo and the remaining aqueous solution diluted with deionized H2O to a total volume of 8 mL. The aqueous mixture was extracted with Et2O (3×) and cooled to 0° C. 2 M HCl was added to obtain pH=3 and the mixture extracted with EtOAc (3×). The combined EtOAc extracts were... Starting materials: FC1=CC=C(C(=O)C(C(=O)OCC)C(CC2=CC=CC=C2)=O)C=C1 (ethyl 2-(4-fluorobenzoyl)-3-oxo-4-phenylbutanoate), N1(C=CC=C1)N (1H-pyrrol-1-amine), O (water), C(C)(=O)OCC (ethyl acetate). The reagents and catalysts are O.C1(=CC=C(C=C1)S(=O)(=O)O)C (p-toluenesulfonic acid monohydrate). Run in C(C)O (ethanol). Product: C(C1=CC=CC=C1)C=1C(=C(C=2N(N1)C=CC2)C2=CC=C(C=C2)F)C(=O)OCC (ethyl 2-benzyl-4-(4-fluorophenyl)pyrrolo[1,2-b]pyridazine-3-carboxylate). Isolated yield 51.9%. Reaction SMILES: [F:1][C:2]1[CH:24]=[CH:23][C:5]([C:6]([CH:8]([C:14](=O)[CH2:15][C:16]2[CH:21]=[CH:20][CH:19]=[CH:18][CH:17]=2)[C:9]([O:11][CH2:12][CH3:13])=[O:10])=O)=[CH:4][CH:3]=1.[N:25]1([NH2:30])[CH:29]=[CH:28][CH:27]=[CH:26]1.C(OCC)(=O)C.O>C(O)C.O.C1(C)C=CC(S(O)(=O)=O)=CC=1>[CH2:15]([C:14]1[C:8]([C:9]([O:11][CH2:12][CH3:13])=[O:10])=[C:6]([C:5]2[CH:23]=[CH:24][C:2]([F:1])=[CH:3][CH:4]=2)[C:26]2[N:25]([CH:29]=[CH:28][CH:27]=2)[N:30]=1)[C:16]1[CH:21]=[CH:20][CH:19]=[CH:18][CH:17]=1 |f:5.6|. Procedure: A mixture of ethyl 2-(4-fluorobenzoyl)-3-oxo-4-phenylbutanoate (1.4 g), 1H-pyrrol-1-amine (350 mg), and p-toluenesulfonic acid monohydrate (41 mg) in ethanol (10 ml) was refluxed for 5 hours. The mixture was partioned between ethyl acetate and water. The organic layer was separated, washed with brine, dried over magnesium sulfate, and evaporated. The residue was chromatographed on silica gel eluting with a mixture of ethyl acetate and hexane (1:4) to give ethyl 2-benzyl-4-(4-fluorophenyl)pyrrolo... The reactants are C1CCOC1, Cl, NC(=O)c1cc(N)nc(N)c1, [Na+], [OH-]. Product: NCc1cc(N)nc(N)c1. RXN SMILES: [CH2:15]1[O:16][CH2:17][CH2:18][CH2:19]1.[ClH:12].[NH2:1][c:2]1[cH:3][c:4]([C:5](=[O:6])[NH2:7])[cH:8][c:9]([NH2:11])[n:10]1.[Na+:14].[OH-:13]>>[NH2:1][c:2]1[cH:3][c:4]([CH2:5][NH2:7])[cH:8][c:9]([NH2:11])[n:10]1. The reactants are C(=O)C1=C(C=CC(=C1)CCC(=O)OC)C#CC1(CN2CCC1CC2)O (3-[2-(2-formyl-4-(2-methoxycarbonylethyl)phenyl]ethynyl]quinuclidin-3-ol), CO (methanol), [BH4-].[Na+] (Sodium borohydride). The solvent is O (Water). Reaction conditions: time 8 hour. The product is OCC1=C(C=CC(=C1)CCC(=O)OC)C#CC1(CN2CCC1CC2)O (3-[2-(2-hydroxymethyl-4-(2-methoxycarbonylethyl)phenyl)ethynyl]quinuclidin-3-ol). Yield: 27.7%. As a reaction SMILES: [CH:1]([C:3]1[CH:8]=[C:7]([CH2:9][CH2:10][C:11]([O:13][CH3:14])=[O:12])[CH:6]=[CH:5][C:4]=1[C:15]#[C:16][C:17]1([OH:25])[CH:22]2[CH2:23][CH2:24][N:19]([CH2:20][CH2:21]2)[CH2:18]1)=[O:2].CO.[BH4-].[Na+]>O>[OH:2][CH2:1][C:3]1[CH:8]=[C:7]([CH2:9][CH2:10][C:11]([O:13][CH3:14])=[O:12])[CH:6]=[CH:5][C:4]=1[C:15]#[C:16][C:17]1([OH:25])[CH:22]2[CH2:21][CH2:20][N:19]([CH2:24][CH2:23]2)[CH2:18]1 |f:2.3|. Procedure details: 3-[2-(2-formyl-4-(2-methoxycarbonylethyl)phenyl]ethynyl]quinuclidin-3-ol (575 mg) was stirred with methanol (25 ml) at ambient temperature under an atmosphere of argon. Sodium borohydride (329 mg) was added portionwise over 5 minutes to the reaction mixture and stirring continued at ambient temperature overnight. Water (25 ml) was added and the mixture was extracted with ethyl acetate (25 ml). The organic phase was separated, washed with saturated aqueous sodium carbonate (3×25 ml), water (3×25 ...